This data is from the Open Reaction Database (ORD), a public repository of structured organic reaction records. The task is: describe an organic reaction: reactants, conditions, products, and yield Starting materials: CC(C)(C)c1ccc2oc(-c3cc(Cl)ncc3C(F)(F)F)nc2c1, CC(=O)O, [H][H]. Product: CC(C)(C)c1ccc2oc(-c3ccncc3C(F)(F)F)nc2c1. As a reaction SMILES: [C:1]([CH3:2])([CH3:3])([CH3:4])[c:5]1[cH:6][cH:7][c:8]2[c:9]([n:10][c:11](-[c:13]3[cH:14][c:15]([Cl:23])[n:16][cH:17][c:18]3[C:19]([F:20])([F:21])[F:22])[o:12]2)[cH:24]1.[CH3:27][C:28](=[O:29])[OH:30].[H:25][H:26]>>[C:1]([CH3:2])([CH3:3])([CH3:4])[c:5]1[cH:6][cH:7][c:8]2[c:9]([n:10][c:11](-[c:13]3[cH:14][cH:15][n:16][cH:17][c:18]3[C:19]([F:20])([F:21])[F:22])[o:12]2)[cH:24]1. Reactants: FC=1C=C(C=CC1)C1(CCC1)C#N (1-(3-fluorophenyl)cyclobutanecarbonitrile), [OH-].[K+] (potassium hydroxide), C(CO)O (ethylene glycol). As a reaction SMILES: [F:1][C:2]1[CH:3]=[C:4]([C:8]2([C:12]#N)[CH2:11][CH2:10][CH2:9]2)[CH:5]=[CH:6][CH:7]=1.[OH-:14].[K+].C(O)C[OH:18]>>[F:1][C:2]1[CH:3]=[C:4]([C:8]2([C:12]([OH:18])=[O:14])[CH2:11][CH2:10][CH2:9]2)[CH:5]=[CH:6][CH:7]=1 |f:1.2|. The solvent is ice water. The product is FC=1C=C(C=CC1)C1(CCC1)C(=O)O (1-(3-fluorophenyl)cylobutanecarboxylic acid). Reported procedure: A mixture of 1-(3-fluorophenyl)cyclobutanecarbonitrile (7.41 g, 42.3 mmol) and powdered potassium hydroxide (7.0 g, 125 mmol) in ethylene glycol (100 mL) is heated at 150° C. for 7 hours. The cooled reaction mixture is diluted with ice water (140 mL) and extracted with ether (3×100 mL). The combined organics are washed with water (2×35 mL). The combined aqueous washings are cooled to 0° C. and brought to pH 3 with 6 N aqueous hydrochloric acid (30 mL). Nitrogen is bubbled through the solution to... Conditions: temperature 150 celsius. Starting materials: CC=1C=C(C=CC1)O (3-methylphenol), ClC(=CC(C)(C)C)Cl (1,1-dichloro-3,3-dimethyl-1-butene). The product is ClC=C(C(C)(C)C)OC1=CC(=CC=C1)C (1-chloro-3,3-dimethyl-2-(3'-methylphenoxy)-1-butene). Isolated yield 87.2%. Reaction SMILES: [CH3:1][C:2]1[CH:3]=[C:4]([OH:8])[CH:5]=[CH:6][CH:7]=1.[Cl:9][C:10](Cl)=[CH:11][C:12]([CH3:15])([CH3:14])[CH3:13]>>[Cl:9][CH:10]=[C:11]([O:8][C:4]1[CH:5]=[CH:6][CH:7]=[C:2]([CH3:1])[CH:3]=1)[C:12]([CH3:15])([CH3:14])[CH3:13]. Procedure details: Analogously to Example A6(a), 0.2 mol of 3-methylphenol and 0.1 mol of 1,1-dichloro-3,3-dimethyl-1-butene are reacted to give 19.6 g of 1-chloro-3,3-dimethyl-2-(3'-methylphenoxy)-1-butene of boiling point 95°-100° C./0.7 mm Hg. The yield is 87% of theory. Reactants: Cc1ccc(NC(=O)c2ccccc2N)nc1, ClCCl, c1ccncc1, O=C(Cl)C1CCN(c2ccncc2)CC1. Yields the product Cc1ccc(NC(=O)c2ccccc2NC(=O)C2CCN(c3ccncc3)CC2)nc1, Cl. RXN SMILES: [CH3:1][c:2]1[cH:3][cH:4][c:5]([NH:8][C:9]([c:10]2[c:11]([NH2:16])[cH:12][cH:13][cH:14][cH:15]2)=[O:17])[n:6][cH:7]1.[Cl:39][CH2:40][Cl:41].[cH:33]1[cH:34][cH:35][n:36][cH:37][cH:38]1.[n:18]1[cH:19][cH:20][c:21]([N:24]2[CH2:25][CH2:26][CH:27]([C:30](=[O:31])[Cl:32])[CH2:28][CH2:29]2)[cH:22][cH:23]1>>[CH3:1][c:2]1[cH:3][cH:4][c:5]([NH:8][C:9]([c:10]2[c:11]([NH:16][C:30]([CH:27]3[CH2:26][CH2:25][N:24]([c:21]4[cH:20][cH:19][n:18][cH:23][cH:22]4)[CH2:29][CH2:28]3)=[O:31])[cH:12][cH:13][cH:14][cH:15]2)=[O:17])[n:6][cH:7]1.[ClH:32]. Yields the product Cc1[nH]nc(-c2cccc(C(=O)O)n2)c1Cl. The reactants are C1CCOC1, CCOC(=O)c1cccc(-c2n[nH]c(C)c2Cl)n1, [Li+], [OH-], O, O=C(O)CC(O)(CC(=O)O)C(=O)O. Reaction SMILES: [CH2:34]1[O:35][CH2:36][CH2:37][CH2:38]1.[Cl:1][c:2]1[c:3](-[c:8]2[cH:9][cH:10][cH:11][c:12]([C:14](=[O:15])[O:16][CH2:17][CH3:18])[n:13]2)[n:4][nH:5][c:6]1[CH3:7].[Li+:20].[OH-:19].[OH2:39].[OH:21][C:22]([CH2:23][C:24]([C:25](=[O:26])[OH:27])([CH2:28][C:29](=[O:30])[OH:31])[OH:32])=[O:33]>>[Cl:1][c:2]1[c:3](-[c:8]2[cH:9][cH:10][cH:11][c:12]([C:14](=[O:15])[OH:16])[n:13]2)[n:4][nH:5][c:6]1[CH3:7].